From a dataset of the Open Reaction Database (ORD), a public repository of structured organic reaction records. describe an organic reaction: reactants, conditions, products, and yield The reactants are NC1=CC=C(CC2=NC=3N(C(N(C(C3N2)=O)CC2=C(C=CC=C2)F)=O)CCCC)C=C1 (8-(4-amino-benzyl)-3-butyl-1-(2-fluoro-benzyl)-3,7-dihydro-purine-2,6-dione), ClC1=C(C=C(C=C1)Cl)S(=O)(=O)Cl (2,5-dichloro-benzenesulfonyl chloride). Yields the product C(CCC)N1C(N(C(C=2NC(=NC12)CC1=CC=C(C=C1)NS(=O)(=O)C1=C(C=CC(=C1)Cl)Cl)=O)CC1=C(C=CC=C1)F)=O (N-{4-[3-Butyl-1-(2-fluoro-benzyl)-2,6-dioxo-2,3,6,7-tetrahydro-1H-purin-8-ylmethyl]-phenyl}-2,5-dichloro-benzenesulfonamide). RXN SMILES: [NH2:1][C:2]1[CH:31]=[CH:30][C:5]([CH2:6][C:7]2[NH:15][C:14]3[C:13](=[O:16])[N:12]([CH2:17][C:18]4[CH:23]=[CH:22][CH:21]=[CH:20][C:19]=4[F:24])[C:11](=[O:25])[N:10]([CH2:26][CH2:27][CH2:28][CH3:29])[C:9]=3[N:8]=2)=[CH:4][CH:3]=1.[Cl:32][C:33]1[CH:38]=[CH:37][C:36]([Cl:39])=[CH:35][C:34]=1[S:40](Cl)(=[O:42])=[O:41]>>[CH2:26]([N:10]1[C:9]2[N:8]=[C:7]([CH2:6][C:5]3[CH:4]=[CH:3][C:2]([NH:1][S:40]([C:34]4[CH:35]=[C:36]([Cl:39])[CH:37]=[CH:38][C:33]=4[Cl:32])(=[O:42])=[O:41])=[CH:31][CH:30]=3)[NH:15][C:14]=2[C:13](=[O:16])[N:12]([CH2:17][C:18]2[CH:23]=[CH:22][CH:21]=[CH:20][C:19]=2[F:24])[C:11]1=[O:25])[CH2:27][CH2:28][CH3:29]. Procedure details: Prepared from 8-(4-amino-benzyl)-3-butyl-1-(2-fluoro-benzyl)-3,7-dihydro-purine-2,6-dione and 2,5-dichloro-benzenesulfonyl chloride. Purity (ELSD, based on MW=630.5)=60%. Starting materials: C(C)(C)(C)OC(CS(NC=1SC=C(N1)C1=CC=C(C=C1)C(C)C)(=O)=O)=O ([4-(4-Isopropyl-phenyl)-thiazol-2-ylsulfamoyl]-acetic acid tert-butyl ester), Cl (HCl). Run in O1CCOCC1 (dioxane). The product is C(C)(C)C1=CC=C(C=C1)C=1N=C(SC1)NS(=O)(=O)CC(=O)O ([4-(4-Isopropyl-phenyl)-thiazol-2-ylsulfamoyl]-acetic acid). RXN SMILES: C([O:5][C:6](=[O:26])[CH2:7][S:8](=[O:25])(=[O:24])[NH:9][C:10]1[S:11][CH:12]=[C:13]([C:15]2[CH:20]=[CH:19][C:18]([CH:21]([CH3:23])[CH3:22])=[CH:17][CH:16]=2)[N:14]=1)(C)(C)C.Cl>O1CCOCC1>[CH:21]([C:18]1[CH:19]=[CH:20][C:15]([C:13]2[N:14]=[C:10]([NH:9][S:8]([CH2:7][C:6]([OH:26])=[O:5])(=[O:25])=[O:24])[S:11][CH:12]=2)=[CH:16][CH:17]=1)([CH3:23])[CH3:22]. Procedure details: [4-(4-Isopropyl-phenyl)-thiazol-2-ylsulfamoyl]-acetic acid tert-butyl ester was combined with 4M HCl in dioxane as in general procedure G1 to furnish [4-(4-Isopropyl-phenyl)-thiazol-2-ylsulfamoyl]-acetic acid. LCMS m/z: 342 (M+1)+; 1H NMR (DMSO-d6, 400 MHz): δ 1.22 (d, 6H); 2.92 (m, 1H); 4.04 (s, 2H); 7.17 (s, 1H); 7.33 (d, 2H); 7.66 (d, 2H); 12.98 (s); 13.2 (s). Starting materials: ClCC1=CC=C(C=C1)OCOCC[Si](C)(C)C (1-chloromethyl-4-(2-trimethylsilanyl-ethoxymethoxy)-benzene), Example 5 ( a ), ( c ), OC1=CC=C(C(=O)OC)C=C1 (methyl 4-hydroxybenzoate). Yields the product C[Si](CCOCC1=CC=C(C(=O)OC)C=C1)(C)C (methyl 4-(2-trimethylsilanylethoxymethyl)-benzoate). As a reaction SMILES: ClCC1C=CC(O[CH2:10][O:11][CH2:12][CH2:13][Si:14]([CH3:17])([CH3:16])[CH3:15])=CC=1.O[C:19]1[CH:28]=[CH:27][C:22]([C:23]([O:25][CH3:26])=[O:24])=[CH:21][CH:20]=1>>[CH3:15][Si:14]([CH3:17])([CH3:16])[CH2:13][CH2:12][O:11][CH2:10][C:19]1[CH:28]=[CH:27][C:22]([C:23]([O:25][CH3:26])=[O:24])=[CH:21][CH:20]=1. Reported procedure: The 1-chloromethyl-4-(2-trimethylsilanyl-ethoxymethoxy)-benzene used at the alkylating agent was prepared in analogy to Example 5 (a)--(c) from methyl 4-hydroxybenzoate by introducing the SEM group to give methyl 4-(2-trimethylsilanylethoxymethyl)-benzoate. Subsequent reduction with lithium aluminium hydride gave [4-(2-trimethylsilanylethoxy-methoxy)-phenyl]-methanol and chlorination of this gave 1-chlormethyl-4-(2-trimethylsilanyl-ethoxymethoxy)-benzene as a colourless oil; MS:272 (M)+. Reactants: Cl.NC1=NC=C(C(=N1)NC1=CC=C(C=C1)O)OC1=CC=C(C=C1)Cl (2-amino-5-(4-chlorophenoxy)-4-(4-hydroxyanilino)pyrimidine hydrochloride), C(=O)(O)[O-].[Na+] (NaHCO3), C(C)(=O)OC(C)=O (acetic anhydride), C(Cl)Cl (CH2Cl2). Reagents/catalysts: CN(C1=CC=NC=C1)C (4-dimethylaminopyridine). Solvent: CN(C=O)C (N,N-dimethylformamide). Reaction conditions: time 5 day. Yields the product C(C)(=O)OC1=CC=C(NC2=NC(=NC=C2OC2=CC=C(C=C2)Cl)N)C=C1 (4-(4-acetoxyanilino)-2-amino-5-(4-chlorophenoxy)pyrimidine). The yield is 11.0%. As a reaction SMILES: Cl.[NH2:2][C:3]1[N:8]=[C:7]([NH:9][C:10]2[CH:15]=[CH:14][C:13]([OH:16])=[CH:12][CH:11]=2)[C:6]([O:17][C:18]2[CH:23]=[CH:22][C:21]([Cl:24])=[CH:20][CH:19]=2)=[CH:5][N:4]=1.[C:25](OC(=O)C)(=[O:27])[CH3:26].C(Cl)Cl.C([O-])(O)=O.[Na+]>CN(C)C1C=CN=CC=1.CN(C)C=O>[C:25]([O:16][C:13]1[CH:14]=[CH:15][C:10]([NH:9][C:7]2[C:6]([O:17][C:18]3[CH:23]=[CH:22][C:21]([Cl:24])=[CH:20][CH:19]=3)=[CH:5][N:4]=[C:3]([NH2:2])[N:8]=2)=[CH:11][CH:12]=1)(=[O:27])[CH3:26] |f:0.1,4.5|. Reported procedure: 1.26 g (3.45 mmoles) of 2-amino-5-(4-chlorophenoxy)-4-(4-hydroxyanilino)pyrimidine hydrochloride (see Example 11) and 0.05 g of 4-dimethylaminopyridine were dissolved in 3.2 g of dry N,N-dimethylformamide. 5.3 g of acetic anhydride was added, and the container was sealed. After 5 days at 24° C., 100 mL of CH2Cl2 were added to the reaction mixture and stirred with 150 mL of cold saturated aqueous NaHCO3. The organic layer was then washed twice with 250 mL of water, then with 200 mL of brine and d... RXN SMILES: [Br:1][c:2]1[cH:3][c:4]([C:7](=[O:8])[O:9][CH3:10])[o:5][cH:6]1.[C:11](=[O:12])([O-:13])[O-:14].[CH2:17]([CH3:18])[n:19]1[n:20][cH:21][c:22]([CH3:33])[c:23]1[B:24]1[O:25][C:26]([CH3:27])([CH3:28])[C:29]([CH3:30])([CH3:31])[O:32]1.[CH2:34]1[O:35][CH2:36][CH2:37][CH2:38]1.[Na+:15].[Na+:16]>>[c:2]1(-[c:23]2[n:19]([CH2:17][CH3:18])[n:20][cH:21][c:22]2[CH3:33])[cH:3][c:4]([C:7](=[O:8])[O:9][CH3:10])[o:5][cH:6]1. Starting materials: COC(=O)c1cc(Br)co1, O=C([O-])[O-], CCn1ncc(C)c1B1OC(C)(C)C(C)(C)O1, C1CCOC1, [Na+], [Na+]. Product: CCn1ncc(C)c1-c1coc(C(=O)OC)c1. The reactants are CI (methyl iodide), Cl (hydrochloric acid), C(C)(C)NC(C)C (diisopropylamine), C(CCC)[Li] (n-butyl lithium), C(C)OC1=CC=C(C=C1)CC#N (4-ethoxyphenylacetonitrile). The solvent is O1CCCC1 (tetrahydrofuran). Run at temperature -20 celsius, time 30 minute. Yields the product C(C)OC1=CC=C(C=C1)C(C#N)C (2-(4-ethoxyphenyl) propionitrile). The yield is 87.4%. As a reaction SMILES: [CH:1](NC(C)C)(C)C.C([Li])CCC.[CH2:13]([O:15][C:16]1[CH:21]=[CH:20][C:19]([CH2:22][C:23]#[N:24])=[CH:18][CH:17]=1)[CH3:14].CI.Cl>O1CCCC1>[CH2:13]([O:15][C:16]1[CH:21]=[CH:20][C:19]([CH:22]([CH3:1])[C:23]#[N:24])=[CH:18][CH:17]=1)[CH3:14]. Reported procedure: To a solution of 8.8 g of diisopropylamine in 150 ml of dry tetrahydrofuran were added 50 ml (1.5 mmole/ml) of n-butyl lithium at -50° C. After stirring at -20° C. for 30 minutes, 10.0 g of 4-ethoxyphenylacetonitrile was added thereto at -50° C. After stirring at the same temperature for 1 hour, 10.1 g of methyl iodide was added dropwise at -50° C. After stirring at the same temperature for 3 hours and then at 20° C. for 10 hours, the reaction solution was poured into 10% aqueous hydrochloric ac... The product is O=[N+]([O-])c1ccc2sccc2c1. As a reaction SMILES: [CH3:28][CH2:29][O:30][CH2:31][CH3:32].[ClH:26].[Cu:27].[N+:1](=[O:2])([O-:3])[c:4]1[cH:5][c:6]2[c:7]([s:8][c:9]([C:11]([OH:12])=[O:13])[cH:10]2)[cH:14][cH:15]1.[cH:16]1[cH:17][c:18]2[c:19]([n:20][cH:21][cH:22][n:23]2)[cH:24][cH:25]1>>[N+:1](=[O:2])([O-:3])[c:4]1[cH:5][c:6]2[c:7]([s:8][cH:9][cH:10]2)[cH:14][cH:15]1. Starting materials: CCOCC, Cl, [Cu], O=C(O)c1cc2cc([N+](=O)[O-])ccc2s1, c1ccc2nccnc2c1. Starting materials: N#Cc1ccc(CBr)cc1, C1CCOC1, CCCCO, [H-], [Na+], CN(C)C=O, O. Product: CCCCOCc1ccc(C#N)cc1. Reaction SMILES: [C:13](#[N:14])[c:15]1[cH:16][cH:17][c:18]([CH2:19][Br:20])[cH:21][cH:22]1.[CH2:3]1[O:4][CH2:5][CH2:6][CH2:7]1.[CH2:8]([CH2:9][CH2:10][CH3:11])[OH:12].[H-:2].[Na+:1].[O:24]=[CH:25][N:26]([CH3:27])[CH3:28].[OH2:23]>>[CH2:8]([CH2:9][CH2:10][CH3:11])[O:12][CH2:19][c:18]1[cH:17][cH:16][c:15]([C:13]#[N:14])[cH:22][cH:21]1. Starting materials: CN(C)c1cccc2c(S(=O)(=O)Cl)cccc12, COCCOC, ClCCl, [H-], Cc1cc(N)nnc1Cl, [Na+], O=C(O)CC(O)(CC(=O)O)C(=O)O. Product: Cc1cc(NS(=O)(=O)c2cccc3c(N(C)C)cccc23)nnc1Cl. RXN SMILES: [CH3:12][N:13]([c:14]1[c:15]2[cH:16][cH:17][cH:18][c:19]([S:24](=[O:25])(=[O:26])[Cl:27])[c:20]2[cH:21][cH:22][cH:23]1)[CH3:28].[CH3:42][O:43][CH2:44][CH2:45][O:46][CH3:47].[Cl:48][CH2:49][Cl:50].[H-:1].[NH2:3][c:4]1[n:5][n:6][c:7]([Cl:11])[c:8]([CH3:10])[cH:9]1.[Na+:2].[OH:29][C:30]([CH2:31][C:32]([C:33](=[O:34])[OH:35])([CH2:36][C:37](=[O:38])[OH:39])[OH:40])=[O:41]>>[NH:3]([c:4]1[n:5][n:6][c:7]([Cl:11])[c:8]([CH3:10])[cH:9]1)[S:24]([c:19]1[cH:18][cH:17][cH:16][c:15]2[c:14]([N:13]([CH3:12])[CH3:28])[cH:23][cH:22][cH:21][c:20]21)(=[O:25])=[O:26].